Dataset: the Open Reaction Database (ORD), a public repository of structured organic reaction records. Task: describe an organic reaction: reactants, conditions, products, and yield Reactants: C(CCC)C1CCC(CC1)S (4-n-butylcyclohexylmercaptan), [OH-].[Na+] (sodium hydroxide), ClCCl (dichloromethane), C(C)O (ethanol). Yields the product C(CCC)C1CCC(CC1)SOCOSC1CCC(CC1)CCCC (formaldehyde bis(4-n-butylcyclohexylthio)acetal). The yield is 107.4%. RXN SMILES: [CH2:1]([CH:5]1[CH2:10][CH2:9][CH:8]([SH:11])[CH2:7][CH2:6]1)[CH2:2][CH2:3][CH3:4].[OH-:12].[Na+].ClCCl.[CH2:17]([OH:19])C>>[CH2:1]([CH:5]1[CH2:6][CH2:7][CH:8]([S:11][O:12][CH2:17][O:19][S:11][CH:8]2[CH2:9][CH2:10][CH:5]([CH2:1][CH2:2][CH2:3][CH3:4])[CH2:6][CH2:7]2)[CH2:9][CH2:10]1)[CH2:2][CH2:3][CH3:4] |f:1.2|. Reported procedure: Synthesis was conducted as in Synthesis Example 2 using 44.6 g (0.23 mol) of the 4-n-butylcyclohexylmercaptan prepared above, 10.7 g (0.26 mol) of sodium hydroxide, 92 g of ethanol and 16.1 g (0.19 mol) of dichloromethane. There was obtained 48.0 g of the desired formaldehyde bis(4-n-butylcyclohexylthio)acetal. Starting materials: sodium tert.-amylate, C1(=CC=CC=C1)C (toluene), C(#N)CC1C(CCCCC1)=O (2-cyanomethylcycloheptanone), CI (methyl iodide). Solvent: C1=CC=CC=C1 (benzene). Reaction conditions: temperature 65 celsius, time 4 hour. Product: C(#N)CC1(C(CCCCC1)=O)C (2-cyanomethyl-2-methylcycloheptanone). Reaction SMILES: [C:1]1(C)C=CC=CC=1.[C:8]([CH2:10][CH:11]1[CH2:17][CH2:16][CH2:15][CH2:14][CH2:13][C:12]1=[O:18])#[N:9].CI>C1C=CC=CC=1>[C:8]([CH2:10][C:11]1([CH3:1])[CH2:17][CH2:16][CH2:15][CH2:14][CH2:13][C:12]1=[O:18])#[N:9]. Procedure: A solution of sodium tert.-amylate in toluene (340 ml, 0.297 mole) is added dropwise with stirring under nitrogen to a solution of 2-cyanomethylcycloheptanone (44.6 g, 0.297 mole, obtained as described above) and methyl iodide (42.6 g, 0.3 mole) in dry benzene (200 ml), and the mixture is stirred at 65° C for 4 hrs. and allowed to stand overnight at room temperature. The reaction mixture is washed with 1% aqueous hydrochloric acid, water, saturated sodium chloride solution, dried over magnesium ... Reactants: CCOC(=O)CO, CCCCCCc1ccc(Oc2ccc(CN(Cc3ccc(F)cc3F)c3cccc([N+](=O)[O-])c3C)cc2)cc1O. The product is CCCCCCc1ccc(Oc2ccc(CN(Cc3ccc(F)cc3F)c3cccc([N+](=O)[O-])c3C)cc2)cc1OCC(=O)OCC. As a reaction SMILES: [C:42]([CH2:43][OH:44])(=[O:45])[O:46][CH2:47][CH3:48].[F:1][c:2]1[c:3]([CH2:4][N:5]([c:6]2[c:7]([CH3:15])[c:8]([N+:12](=[O:13])[O-:14])[cH:9][cH:10][cH:11]2)[CH2:16][c:17]2[cH:18][cH:19][c:20]([O:21][c:22]3[cH:23][cH:24][c:25]([CH2:29][CH2:30][CH2:31][CH2:32][CH2:33][CH3:34])[c:26]([OH:28])[cH:27]3)[cH:35][cH:36]2)[cH:37][cH:38][c:39]([F:41])[cH:40]1>>[F:1][c:2]1[c:3]([CH2:4][N:5]([c:6]2[c:7]([CH3:15])[c:8]([N+:12](=[O:13])[O-:14])[cH:9][cH:10][cH:11]2)[CH2:16][c:17]2[cH:18][cH:19][c:20]([O:21][c:22]3[cH:23][cH:24][c:25]([CH2:29][CH2:30][CH2:31][CH2:32][CH2:33][CH3:34])[c:26]([O:28][CH2:43][C:42](=[O:45])[O:46][CH2:47][CH3:48])[cH:27]3)[cH:35][cH:36]2)[cH:37][cH:38][c:39]([F:41])[cH:40]1.